Dataset: the Open Reaction Database (ORD), a public repository of structured organic reaction records. Task: describe an organic reaction: reactants, conditions, products, and yield Reactants: CCO, O=C[O-], [NH4+], [OH-], [OH-], [Pd+2], CC(C)(C)OC(=O)N1CCN(C(=O)OCc2ccccc2)C(CCc2cccnc2)C1. The product is CC(C)(C)OC(=O)N1CCNC(CCc2cccnc2)C1. RXN SMILES: [CH3:36][CH2:37][OH:38].[CH:1]([O-:2])=[O:3].[NH4+:4].[OH-:39].[OH-:41].[Pd+2:40].[n:5]1[cH:6][c:7]([CH2:11][CH2:12][CH:13]2[N:14]([C:26]([O:27][CH2:28][c:29]3[cH:30][cH:31][cH:32][cH:33][cH:34]3)=[O:35])[CH2:15][CH2:16][N:17]([C:19](=[O:20])[O:21][C:22]([CH3:23])([CH3:24])[CH3:25])[CH2:18]2)[cH:8][cH:9][cH:10]1>>[n:5]1[cH:6][c:7]([CH2:11][CH2:12][CH:13]2[NH:14][CH2:15][CH2:16][N:17]([C:19](=[O:20])[O:21][C:22]([CH3:23])([CH3:24])[CH3:25])[CH2:18]2)[cH:8][cH:9][cH:10]1. Starting materials: C1CCOC1, OC1CN2CCC1CC2, CCOC(=O)N=NC(=O)OCC, O=C(O)C(Nc1ccccc1)c1ccccc1, c1ccc(P(c2ccccc2)c2ccccc2)cc1. The product is O=C(OC1CN2CCC1CC2)C(Nc1ccccc1)c1ccccc1. Reaction SMILES: [CH2:58]1[O:59][CH2:60][CH2:61][CH2:62]1.[N:18]12[CH2:19][CH:20]([OH:26])[CH:21]([CH2:22][CH2:23]1)[CH2:24][CH2:25]2.[N:46]([C:47]([O:48][CH2:49][CH3:50])=[O:51])=[N:52][C:53]([O:54][CH2:55][CH3:56])=[O:57].[c:1]1([CH:7]([C:8](=[O:9])[OH:10])[NH:11][c:12]2[cH:13][cH:14][cH:15][cH:16][cH:17]2)[cH:2][cH:3][cH:4][cH:5][cH:6]1.[c:27]1([P:28]([c:29]2[cH:30][cH:31][cH:32][cH:33][cH:34]2)[c:35]2[cH:36][cH:37][cH:38][cH:39][cH:40]2)[cH:41][cH:42][cH:43][cH:44][cH:45]1>>[c:1]1([CH:7]([C:8](=[O:9])[O:10][CH:20]2[CH2:19][N:18]3[CH2:23][CH2:22][CH:21]2[CH2:24][CH2:25]3)[NH:11][c:12]2[cH:13][cH:14][cH:15][cH:16][cH:17]2)[cH:2][cH:3][cH:4][cH:5][cH:6]1.